Task: describe an organic reaction: reactants, conditions, products, and yield. Dataset: the Open Reaction Database (ORD), a public repository of structured organic reaction records The reactants are ClC1=CC=C(C=C1)C(CCN1CCC(CC1)C=1C=C(C=CC1)NC(C(C)C)=O)O (N-(3-{1-[3-(4-chlorophenyl)-3-hydroxypropyl]-4-piperidinyl}phenyl)-2-methylpropanamide), FC1=CC=C(C=C1)O (4-fluorophenol). Yields the product ClC1=CC=C(C=C1)C(CCN1CCC(CC1)C=1C=C(C=CC1)NC(C(C)C)=O)OC1=CC=C(C=C1)F (N-(3-{1-[3-(4-CHLOROPHENYL)-3-(4-FLUOROPHENOXY)PROPYL]-4-PIPERIDINYL}PHENYL)-2-METHYLPROPANAMIDE). RXN SMILES: [Cl:1][C:2]1[CH:7]=[CH:6][C:5]([CH:8]([OH:29])[CH2:9][CH2:10][N:11]2[CH2:16][CH2:15][CH:14]([C:17]3[CH:18]=[C:19]([NH:23][C:24](=[O:28])[CH:25]([CH3:27])[CH3:26])[CH:20]=[CH:21][CH:22]=3)[CH2:13][CH2:12]2)=[CH:4][CH:3]=1.[F:30][C:31]1[CH:36]=[CH:35][C:34](O)=[CH:33][CH:32]=1>>[Cl:1][C:2]1[CH:3]=[CH:4][C:5]([CH:8]([O:29][C:34]2[CH:35]=[CH:36][C:31]([F:30])=[CH:32][CH:33]=2)[CH2:9][CH2:10][N:11]2[CH2:16][CH2:15][CH:14]([C:17]3[CH:18]=[C:19]([NH:23][C:24](=[O:28])[CH:25]([CH3:26])[CH3:27])[CH:20]=[CH:21][CH:22]=3)[CH2:13][CH2:12]2)=[CH:6][CH:7]=1. Procedure: Prepared by Procedure A and Scheme AN using N-(3-{1-[3-(4-chlorophenyl)-3-hydroxypropyl]-4-piperidinyl}phenyl)-2-methylpropanamide and 4-fluorophenol: ESMS m/e: 509.1 (M+H)+. Reactants: resultant solution, [N+](=O)([O-])C=1C=C(C(C(=O)O)=CC1)NC(C)=O (4-nitro-N-acetyl-anthranilic acid), [H][H] (hydrogen). Reagents/catalysts: [Pd] (Pd-C). Solvent: C(C)(=O)OCC (ethyl acetate). Yields the product NC=1C=C(C(C(=O)O)=CC1)NC(C)=O (4-amino-N-acetyl-anthranilic acid). As a reaction SMILES: [N+:1]([C:4]1[CH:5]=[C:6]([NH:13][C:14](=[O:16])[CH3:15])[C:7](=[CH:11][CH:12]=1)[C:8]([OH:10])=[O:9])([O-])=O.[H][H]>C(OCC)(=O)C.[Pd]>[NH2:1][C:4]1[CH:5]=[C:6]([NH:13][C:14](=[O:16])[CH3:15])[C:7](=[CH:11][CH:12]=1)[C:8]([OH:10])=[O:9]. Reported procedure: A reaction mixture prepared by dissolving 575 mg of 4-nitro-N-acetyl-anthranilic acid in 200 ml of ethyl acetate and by mixing the resultant solution with 100 mg of a 10% Pd-C catalyst was stirred at room temperature in a hydrogen gas atmosphere for 4 hours. Then, the reaction mixture was filtered through a Celite filter to remove the catalyst, and the catalyst was washed with ethyl acetate. The total amount of the filtrate was collected and concentrated under a reduced a silica gel column chrom...